This data is from the Open Reaction Database (ORD), a public repository of structured organic reaction records. The task is: describe an organic reaction: reactants, conditions, products, and yield Starting materials: feed mixture, CO (methanol), C(C)C(C(=O)O)CCCC (2-ethyl-hexanoic acid), S(O)(O)(=O)=O (sulfuric acid). Reaction conditions: temperature 120 celsius, time 30 minute. Product: COC(C(CCCC)CC)=O (2-Ethylhexanoic Acid Methyl Ester). As a reaction SMILES: [CH2:1]([CH:3]([CH2:7][CH2:8][CH2:9][CH3:10])[C:4]([OH:6])=[O:5])[CH3:2].S(=O)(=O)(O)O.[CH3:16]O>>[CH3:16][O:5][C:4](=[O:6])[CH:3]([CH2:1][CH3:2])[CH2:7][CH2:8][CH2:9][CH3:10]. Reported procedure: 173.0 g of a feed mixture consisting of 598.4 g of 2-ethyl-hexanoic acid, 397.8 g of methanol, and 3.8 g of concentrated sulfuric acid is placed in a 1-liter flask equipped with a bottom valve, a stirrer, an internal thermometer, and a Claisen bridge including a receiver. The flask contents are stirred for 30 minutes at 120° C. and the distilled amounts are collected in the receiver. While a temperature of 120° C. is maintained, the feed mixture is added continuously to the flask in an amount su...